Dataset: the Open Reaction Database (ORD), a public repository of structured organic reaction records. Task: describe an organic reaction: reactants, conditions, products, and yield Reaction conditions: temperature 90 celsius, time 15 hour. RXN SMILES: Cl[C:2]1[C:3]([CH2:22][O:23][CH:24]2[CH2:29][CH2:28][CH2:27][CH2:26][O:25]2)=[C:4]2[C:8](=[C:9]([CH3:11])[CH:10]=1)[N:7]([S:12]([C:15]1[CH:21]=[CH:20][C:18]([CH3:19])=[CH:17][CH:16]=1)(=[O:14])=[O:13])[CH:6]=[CH:5]2.C(=O)([O-])[O-].[Cs+].[Cs+].[K].O.O1CCO[CH2:40][CH2:39]1>C(Cl)Cl>[CH2:39]([C:2]1[C:3]([CH2:22][O:23][CH:24]2[CH2:29][CH2:28][CH2:27][CH2:26][O:25]2)=[C:4]2[C:8](=[C:9]([CH3:11])[CH:10]=1)[N:7]([S:12]([C:15]1[CH:21]=[CH:20][C:18]([CH3:19])=[CH:17][CH:16]=1)(=[O:14])=[O:13])[CH:6]=[CH:5]2)[CH3:40] |f:1.2.3,^1:35|. Product: C(C)C=1C(=C2C=CN(C2=C(C1)C)S(=O)(=O)C1=CC=C(C)C=C1)COC1OCCCC1 ((±)-5-Ethyl-7-methyl-4-(((tetrahydro-2H-pyran-2-yl)oxy)methyl)-1-tosyl-1H-indole). Solvent: C(Cl)Cl (CH2Cl2). Procedure details: To a suspension of (±)-5-chloro-7-methyl-4-(((tetrahydro-2H-pyran-2-yl)oxy)methyl)-1-tosyl-1H-indole (Example 47-D) (200 mg, 0.46 mmol), cesium carbonate (601 mg, 1.8 mmol), potassium ethylrifluoroborate (125 mg, 0.92 mmol) in dioxane (3 mL)/H2O (0.3 mL) Pd(OAc)2 (21 mg, 0.092 mmol) and Ru-Phos (CAS 787618-22-8, 86 mg, 0.18 mmol) were added and then the mixture was stirred at 90° C. for 15 h. The reaction mixture was cooled to room temperature, and diluted with CH2Cl2. The organic phase was sepa... Reactants: ClC=1C(=C2C=CN(C2=C(C1)C)S(=O)(=O)C1=CC=C(C)C=C1)COC1OCCCC1 ((±)-5-Chloro-7-methyl-4-(((tetrahydro-2H-pyran-2-yl)oxy)methyl)-1-tosyl-1H-indole), C([O-])([O-])=O.[Cs+].[Cs+] (cesium carbonate), [K] (potassium), O (H2O), O1CCOCC1 (dioxane).